From a dataset of the Open Reaction Database (ORD), a public repository of structured organic reaction records. describe an organic reaction: reactants, conditions, products, and yield Starting materials: CS(=O)(=O)CCN, O=Cc1ccc(-c2ccc3ncnc(Nc4ccc(OCc5cccc(C(F)(F)F)c5)cc4)c3c2)o1, O. Yields the product CS(=O)(=O)CCNCc1ccc(-c2ccc3ncnc(Nc4ccc(OCc5cccc(C(F)(F)F)c5)cc4)c3c2)o1. RXN SMILES: [CH3:37][S:38](=[O:39])(=[O:40])[CH2:41][CH2:42][NH2:43].[F:1][C:2]([c:3]1[cH:4][c:5]([CH2:6][O:7][c:8]2[cH:9][cH:10][c:11]([NH:12][c:13]3[n:14][cH:15][n:16][c:17]4[cH:18][cH:19][c:20](-[c:23]5[cH:24][cH:25][c:26]([CH:28]=[O:29])[o:27]5)[cH:21][c:22]34)[cH:30][cH:31]2)[cH:32][cH:33][cH:34]1)([F:35])[F:36].[OH2:44]>>[F:1][C:2]([c:3]1[cH:4][c:5]([CH2:6][O:7][c:8]2[cH:9][cH:10][c:11]([NH:12][c:13]3[n:14][cH:15][n:16][c:17]4[cH:18][cH:19][c:20](-[c:23]5[cH:24][cH:25][c:26]([CH2:28][NH:43][CH2:42][CH2:41][S:38]([CH3:37])(=[O:39])=[O:40])[o:27]5)[cH:21][c:22]34)[cH:30][cH:31]2)[cH:32][cH:33][cH:34]1)([F:35])[F:36]. Reactants: FC=1C=CC(=NC1)C (5-fluoro-2-methyl-pyridine), BrN1C(CCC1=O)=O (N-bromosuccinimide), C(C1=CC=CC=C1)(=O)OOC(C1=CC=CC=C1)=O (benzoyl peroxide). Solvent: C(Cl)(Cl)(Cl)Cl (CCl4). Conditions: time 12 hour. The product is BrCC1=NC=C(C=C1)F (2-Bromomethyl-5-fluoro-pyridine). Reaction SMILES: [F:1][C:2]1[CH:3]=[CH:4][C:5]([CH3:8])=[N:6][CH:7]=1.[Br:9]N1C(=O)CCC1=O.C(OOC(=O)C1C=CC=CC=1)(=O)C1C=CC=CC=1>C(Cl)(Cl)(Cl)Cl>[Br:9][CH2:8][C:5]1[CH:4]=[CH:3][C:2]([F:1])=[CH:7][N:6]=1. Procedure details: To a solution of 5-fluoro-2-methyl-pyridine (0.75 g) (J. Med. Chem. 1989, 32, 1970) in CCl4 (25 ml) is added N-bromosuccinimide (0.96 g; 5.4 mmol) and benzoyl peroxide (200 mg; 0.8 mmol). The mixture is heated at reflux for 3 h, cooled to RT and stirred for additional 12 h. The suspension is filtered through celite and the filtrate is washed with Na2SO4, dried over MgSO4 and evaporated. The crude material (0.22 g) containing approximately 50% of the dibrominated species is used without further p...